This data is from the Open Reaction Database (ORD), a public repository of structured organic reaction records. The task is: describe an organic reaction: reactants, conditions, products, and yield The product is BrC=1C=NN(C1)CC1CC1 (4-Bromo-1-(cyclopropylmethyl)-1H-pyrazole). Reactants: BrC=1C=NNC1 (4-bromo-1H-pyrazole), C(=O)([O-])[O-].[K+].[K+] (K2CO3), BrCC1CC1 ((bromomethyl)cyclopropane). Reaction conditions: time 4 hour. Solvent: CN(C)C=O (DMF). The yield is 109.7%. Procedure details: To a solution of 4-bromo-1H-pyrazole (0.1 g, 0.68 mmol) in DMF (20 ml) were added K2CO3 (0.19 g, 1.36 mmol, 2 eq.) and (bromomethyl)cyclopropane (92 mg, 0.68 mmol, 1 eq.). The mixture was stirred at RT for 4 h. The mixture was quenched and extracted as in Intermediate Example 5(c). The solvent was distilled off to afford the crude product (0.15 g). RXN SMILES: [Br:1][C:2]1[CH:3]=[N:4][NH:5][CH:6]=1.C([O-])([O-])=O.[K+].[K+].Br[CH2:14][CH:15]1[CH2:17][CH2:16]1>CN(C=O)C>[Br:1][C:2]1[CH:3]=[N:4][N:5]([CH2:14][CH:15]2[CH2:17][CH2:16]2)[CH:6]=1 |f:1.2.3|. Starting materials: [N+](=O)([O-])[O-].[K+] (potassium nitrate), Cl.C1=CN=C2N1C1=C(NC2=O)C=2C=CC=CC2C1 (5H,10H-imidazo[1,2-a]indeno[1,2-e]pyrazin-4-one hydrochloride), 5H,10H-8--Nitroimidazo[1,2-a]indeno[1,2-e]-pyrazin-4-one, ice water. The solvent is S(O)(O)(=O)=O (sulphuric acid). Reaction conditions: temperature 25 celsius, time 3 hour. Yields the product [N+](=O)([O-])C1=CC=2CC3=C(NC(C=4N3C=CN4)=O)C2C=C1 (8-nitro-5H,10H-imidazo[1,2-a]indeno[1,2-e]pyrazin-4-one). Yield: 79.2%. Reaction SMILES: [N+:1]([O-:4])([O-])=[O:2].[K+].Cl.[CH:7]1[N:11]2[C:12]3[CH2:23][C:22]4[CH:21]=[CH:20][CH:19]=[CH:18][C:17]=4[C:13]=3[NH:14][C:15](=[O:16])[C:10]2=[N:9][CH:8]=1>S(=O)(=O)(O)O>[N+:1]([C:20]1[CH:19]=[CH:18][C:17]2[C:13]3[NH:14][C:15](=[O:16])[C:10]4[N:11]([CH:7]=[CH:8][N:9]=4)[C:12]=3[CH2:23][C:22]=2[CH:21]=1)([O-:4])=[O:2] |f:0.1,2.3|. Procedure: 5H,10H-8--Nitroimidazo[1,2-a]indeno[1,2-e]-pyrazin-4-one may be prepared in the following way: 1 g of potassium nitrate is added over 10 minutes, at a temperature in the region of 5° C., to a solution of 2.6 g of 5H,10H-imidazo[1,2-a]indeno[1,2-e]pyrazin-4-one hydrochloride in 20 ml of concentrated sulphuric acid (d=1.83). The mixture is stirred for 30 minutes at the same temperature and for 3 hours at 25° C., then is poured onto 150 ml of ice-water. The crystals formed are isolated by filtratio... Starting materials: N1(CCNCC1)C=1C=CC=2N(N1)C(=NN2)C(F)(F)F (6-(piperazin-1-yl)-3-(trifluoromethyl)-[1,2,4]triazolo[4,3-b]pyridazine), S1C(=CC2=C1C=CC=C2)C=O (1-benzothiophene-2-carbaldehyde). The product is S1C(=CC2=C1C=CC=C2)CN2CCN(CC2)C=2C=CC=1N(N2)C(=NN1)C(F)(F)F (6-[4-(1-benzothiophen-2-ylmethyl)piperazin-1-yl]-3-(trifluoromethyl)-[1,2,4]triazolo[4,3-b]pyridazine). Reaction SMILES: [N:1]1([C:7]2[CH:8]=[CH:9][C:10]3[N:11]([C:13]([C:16]([F:19])([F:18])[F:17])=[N:14][N:15]=3)[N:12]=2)[CH2:6][CH2:5][NH:4][CH2:3][CH2:2]1.[S:20]1[C:24]2[CH:25]=[CH:26][CH:27]=[CH:28][C:23]=2[CH:22]=[C:21]1[CH:29]=O>>[S:20]1[C:24]2[CH:25]=[CH:26][CH:27]=[CH:28][C:23]=2[CH:22]=[C:21]1[CH2:29][N:4]1[CH2:3][CH2:2][N:1]([C:7]2[CH:8]=[CH:9][C:10]3[N:11]([C:13]([C:16]([F:17])([F:18])[F:19])=[N:14][N:15]=3)[N:12]=2)[CH2:6][CH2:5]1. Procedure details: Reductive amination of 6-(piperazin-1-yl)-3-(trifluoromethyl)-[1,2,4]triazolo[4,3-b]pyridazine with 1-benzothiophene-2-carbaldehyde was carried out according to General Synthetic Method 5. The crude product was purified by hplc using a Waters XBridge Prep C18 OBD column (5μ silica, 19 mm diameter, 100 mm length) eluted with decreasingly polar mixtures of water (containing 1% aqueous ammonia) and acetonitrile as eluents to give 6-[4-(1-benzothiophen-2-ylmethyl)piperazin-1-yl]-3-(trifluoromethyl)-...